This data is from the Open Reaction Database (ORD), a public repository of structured organic reaction records. The task is: describe an organic reaction: reactants, conditions, products, and yield Starting materials: CCCC[Sn](CCCC)(CCCC)c1cccc2ncnn12, C1CCOC1, CC(C)(O)C1CCN(Cc2ccc3nc(Cl)nc(N4CCOCC4)c3n2)CC1, [Cu]I, c1ccc(P(c2ccccc2)(c2ccccc2)[Pd](P(c2ccccc2)(c2ccccc2)c2ccccc2)(P(c2ccccc2)(c2ccccc2)c2ccccc2)P(c2ccccc2)(c2ccccc2)c2ccccc2)cc1. Product: CC(C)(O)C1CCN(Cc2ccc3nc(-c4cccc5ncnn45)nc(N4CCOCC4)c3n2)CC1. Reaction SMILES: [CH2:29]([Sn:30]([CH2:31][CH2:32][CH2:33][CH3:43])([c:34]1[cH:35][cH:36][cH:37][c:38]2[n:39]1[n:40][cH:41][n:42]2)[CH2:44][CH2:45][CH2:46][CH3:47])[CH2:48][CH2:49][CH3:50].[CH2:51]1[O:52][CH2:53][CH2:54][CH2:55]1.[Cl:1][c:2]1[n:3][c:4]([N:23]2[CH2:24][CH2:25][O:26][CH2:27][CH2:28]2)[c:5]2[c:6]([n:7]1)[cH:8][cH:9][c:10]([CH2:12][N:13]1[CH2:14][CH2:15][CH:16]([C:19]([CH3:20])([CH3:21])[OH:22])[CH2:17][CH2:18]1)[n:11]2.[Cu:56][I:57].[cH:58]1[cH:59][cH:60][c:61]([P:62]([Pd:63]([P:64]([c:65]2[cH:66][cH:67][cH:68][cH:69][cH:70]2)([c:71]2[cH:72][cH:73][cH:74][cH:75][cH:76]2)[c:77]2[cH:78][cH:79][cH:80][cH:81][cH:82]2)([P:83]([c:84]2[cH:85][cH:86][cH:87][cH:88][cH:89]2)([c:90]2[cH:91][cH:92][cH:93][cH:94][cH:95]2)[c:96]2[cH:97][cH:98][cH:99][cH:100][cH:101]2)[P:102]([c:103]2[cH:104][cH:105][cH:106][cH:107][cH:108]2)([c:109]2[cH:110][cH:111][cH:112][cH:113][cH:114]2)[c:115]2[cH:116][cH:117][cH:118][cH:119][cH:120]2)([c:121]2[cH:122][cH:123][cH:124][cH:125][cH:126]2)[c:127]2[cH:128][cH:129][cH:130][cH:131][cH:132]2)[cH:133][cH:134]1>>[c:2]1(-[c:34]2[cH:35][cH:36][cH:37][c:38]3[n:39]2[n:40][cH:41][n:42]3)[n:3][c:4]([N:23]2[CH2:24][CH2:25][O:26][CH2:27][CH2:28]2)[c:5]2[c:6]([n:7]1)[cH:8][cH:9][c:10]([CH2:12][N:13]1[CH2:14][CH2:15][CH:16]([C:19]([CH3:20])([CH3:21])[OH:22])[CH2:17][CH2:18]1)[n:11]2. The product is CCc1cn(S(=O)(=O)c2ccc(C)cc2)c2cc(C(=O)Nc3c(Cl)cncc3Cl)ccc12. Starting materials: CC[SiH](CC)CC, Cc1ccc(S(=O)(=O)n2cc(C(C)O)c3ccc(C(=O)Nc4c(Cl)cncc4Cl)cc32)cc1, ClCCl. RXN SMILES: [CH2:34]([SiH:35]([CH2:36][CH3:37])[CH2:38][CH3:39])[CH3:40].[Cl:1][c:2]1[cH:3][n:4][cH:5][c:6]([Cl:33])[c:7]1[NH:8][C:9](=[O:10])[c:11]1[cH:12][cH:13][c:14]2[c:15]([CH:30]([CH3:31])[OH:32])[cH:16][n:17]([S:20](=[O:21])(=[O:22])[c:23]3[cH:24][cH:25][c:26]([CH3:29])[cH:27][cH:28]3)[c:18]2[cH:19]1.[Cl:41][CH2:42][Cl:43]>>[Cl:1][c:2]1[cH:3][n:4][cH:5][c:6]([Cl:33])[c:7]1[NH:8][C:9](=[O:10])[c:11]1[cH:12][cH:13][c:14]2[c:15]([CH2:30][CH3:31])[cH:16][n:17]([S:20](=[O:21])(=[O:22])[c:23]3[cH:24][cH:25][c:26]([CH3:29])[cH:27][cH:28]3)[c:18]2[cH:19]1. Reactants: C(C=C)(=O)O (Acrylic acid), Cl (HCl), BrC=1C=CC(=NC1)NC(C)=O (N-(5-bromo-pyridin-2-yl)-acetamide), C(CCC)N(CCCC)CCCC (tri-n-butylamine). Reagents/catalysts: CC(=O)[O-].CC(=O)[O-].[Pd+2] (Pd(OAc)2), C1(=CC=CC=C1)P(C1=CC=CC=C1)C1=CC=CC=C1 (triphenyl phosphine). Solvent: xylenes, O (water). Yields the product C(C)(=O)NC1=CC=C(C=N1)C=CC(=O)O (3-(6-Acetylamino-pyridin-3-yl)-acrylic acid). Isolated yield 66.2%. As a reaction SMILES: Br[C:2]1[CH:3]=[CH:4][C:5]([NH:8][C:9](=[O:11])[CH3:10])=[N:6][CH:7]=1.C(N(CCCC)CCCC)CCC.[C:25]([OH:29])(=[O:28])[CH:26]=[CH2:27].Cl>O.CC([O-])=O.CC([O-])=O.[Pd+2].C1(P(C2C=CC=CC=2)C2C=CC=CC=2)C=CC=CC=1>[C:9]([NH:8][C:5]1[N:6]=[CH:7][C:2]([CH:27]=[CH:26][C:25]([OH:29])=[O:28])=[CH:3][CH:4]=1)(=[O:11])[CH3:10] |f:5.6.7|. Procedure: To a mixture of N-(5-bromo-pyridin-2-yl)-acetamide (1.26 g, 5.86 mmol) and tri-n-butylamine in xylenes (10 mL) is added Pd(OAc)2 (1.4 mg, 0.006 mmol) and triphenyl phosphine (15.4 mg, 0.06 mmol). Acrylic acid (0.48 mL, 7.03 mmol) is then added dropwise over 5 minutes. The mixture is heated to reflux for 5 hours. The solution is cooled to ambient temperatures. The mixture is diluted with water and the pH is adjusted to 4 with 1N HCl. The solution is extracted with EtOAc/CH2Cl2 (2:1). The resultin... Yields the product O=C(Cc1ccc(OCc2ccccc2)cc1)Nc1ccc2cnn(CCN3CCOC3=O)c2c1. As a reaction SMILES: [CH2:19]([c:20]1[cH:21][cH:22][cH:23][cH:24][cH:25]1)[O:26][c:27]1[cH:28][cH:29][c:30]([CH2:33][C:34](=[O:35])[OH:36])[cH:31][cH:32]1.[CH2:38]([C:39]([CH3:40])([N:41]=[C:42]=[N:43][CH3:44])[CH2:45][CH3:46])[CH3:47].[CH3:58][N:59]1[CH2:60][CH2:61][O:62][CH2:63][CH2:64]1.[ClH:37].[NH2:1][c:2]1[cH:3][cH:4][c:5]2[cH:6][n:7][n:8]([CH2:11][CH2:12][N:13]3[C:14](=[O:18])[O:15][CH2:16][CH2:17]3)[c:9]2[cH:10]1.[O:65]=[CH:66][N:67]([CH3:68])[CH3:69].[OH:48][n:49]1[c:50]2[cH:51][cH:52][cH:53][cH:54][c:55]2[n:56][n:57]1>>[NH:1]([c:2]1[cH:3][cH:4][c:5]2[cH:6][n:7][n:8]([CH2:11][CH2:12][N:13]3[C:14](=[O:18])[O:15][CH2:16][CH2:17]3)[c:9]2[cH:10]1)[C:34]([CH2:33][c:30]1[cH:29][cH:28][c:27]([O:26][CH2:19][c:20]2[cH:21][cH:22][cH:23][cH:24][cH:25]2)[cH:32][cH:31]1)=[O:35]. Reactants: O=C(O)Cc1ccc(OCc2ccccc2)cc1, CCC(C)(CC)N=C=NC, CN1CCOCC1, Cl, Nc1ccc2cnn(CCN3CCOC3=O)c2c1, CN(C)C=O, On1nnc2ccccc21. Reactants: CC(=O)O[BH-](OC(C)=O)OC(C)=O, CC(C)CN, CC(=O)O, ClC(Cl)Cl, ClCCCl, [Na+], O=Cc1ccc2c(c1)OCCCO2. The product is CC(C)CNCc1ccc2c(c1)OCCCO2. RXN SMILES: [C:23]([O:24][BH-:25]([O:26][C:27](=[O:28])[CH3:29])[O:30][C:31](=[O:32])[CH3:33])(=[O:34])[CH3:35].[CH2:14]([CH:15]([CH3:16])[CH3:17])[NH2:18].[CH3:19][C:20](=[O:21])[OH:22].[CH:41]([Cl:42])([Cl:43])[Cl:44].[Cl:37][CH2:38][CH2:39][Cl:40].[Na+:36].[O:1]1[CH2:2][CH2:3][CH2:4][O:5][c:6]2[c:7]1[cH:8][cH:9][c:10]([CH:12]=[O:13])[cH:11]2>>[O:1]1[CH2:2][CH2:3][CH2:4][O:5][c:6]2[c:7]1[cH:8][cH:9][c:10]([CH2:12][NH:18][CH2:14][CH:15]([CH3:16])[CH3:17])[cH:11]2.